From a dataset of the Open Reaction Database (ORD), a public repository of structured organic reaction records. describe an organic reaction: reactants, conditions, products, and yield Reactants: CC(C)CC(C(=O)Oc1c(F)c(F)c(F)c(F)c1F)C1OC(C)(C)OC1=O, Cl, CN(C)C=O, CC(C)CC(C(=O)N1CCN(c2ccccn2)CC1)C(O)C(=O)NO, c1ccc(-c2nsc(N3CCNCC3)n2)cc1. The product is CC(C)CC(C(=O)N1CCN(c2nc(-c3ccccc3)ns2)CC1)C1OC(C)(C)OC1=O. RXN SMILES: [CH3:1][C:2]1([CH3:27])[O:3][C:4](=[O:26])[CH:5]([CH:7]([C:8]([O:10][c:9]2[c:11]([F:12])[c:13]([F:14])[c:15]([F:16])[c:17]([F:18])[c:19]2[F:20])=[O:21])[CH2:22][CH:23]([CH3:24])[CH3:25])[O:6]1.[ClH:70].[O:71]=[CH:72][N:73]([CH3:74])[CH3:75].[OH:28][NH:29][C:30](=[O:31])[CH:32]([OH:33])[CH:34]([C:35]([N:36]1[CH2:37][CH2:38][N:39]([c:40]2[cH:41][cH:42][cH:43][cH:44][n:45]2)[CH2:46][CH2:47]1)=[O:48])[CH2:49][CH:50]([CH3:51])[CH3:52].[c:53]1(-[c:59]2[n:60][s:61][c:62]([N:64]3[CH2:65][CH2:66][NH:67][CH2:68][CH2:69]3)[n:63]2)[cH:54][cH:55][cH:56][cH:57][cH:58]1>>[CH3:1][C:2]1([CH3:27])[O:3][C:4](=[O:26])[CH:5]([CH:7]([C:8](=[O:10])[N:67]2[CH2:66][CH2:65][N:64]([c:62]3[s:61][n:60][c:59](-[c:53]4[cH:54][cH:55][cH:56][cH:57][cH:58]4)[n:63]3)[CH2:69][CH2:68]2)[CH2:22][CH:23]([CH3:24])[CH3:25])[O:6]1. As a reaction SMILES: [F:1][C:2]1[CH:7]=[CH:6][C:5]([NH:8][C:9]([C:11]2[C:15]([NH2:16])=[CH:14][NH:13][N:12]=2)=[O:10])=[CH:4][CH:3]=1.CCN=C=N[CH2:22][CH2:23][CH2:24][N:25]([CH3:27])C.C1C=CC2N([OH:37])N=NC=2C=1.CN([CH:41]=[O:42])C>>[F:1][C:2]1[CH:3]=[CH:4][C:5]([NH:8][C:9]([C:11]2[C:15]([NH:16][C:41]([CH:24]3[CH2:23][CH2:22][C:27](=[O:37])[NH:25]3)=[O:42])=[CH:14][NH:13][N:12]=2)=[O:10])=[CH:6][CH:7]=1. The reactants are FC1=CC=C(C=C1)NC(=O)C1=NNC=C1N (4-amino-1H-pyrazole-3-carboxylic acid (4-fluorophenyl)-amide), CCN=C=NCCCN(C)C (EDAC), C=1C=CC2=C(C1)N=NN2O (HOBt), 2-oxoproline, CN(C)C=O (DMF). Yields the product FC1=CC=C(C=C1)NC(=O)C1=NNC=C1NC(=O)C1NC(CC1)=O (4-[(5-Oxo-pyrrolidine-2-carbonyl)-amino]-1H-pyrazole-3-carboxylic acid (4-fluoro-phenyl)-amide). Conditions: time 8 hour. Procedure details: To a stirred solution of 4-amino-1H-pyrazole-3-carboxylic acid (4-fluorophenyl)-amide (Example 2B) (50 mg; 0.23 mmol), EDAC (52 mg; 0.27 mmol) and HOBt (37 mg; 0.27 mmol) in 5 ml of DMF was added 2-oxoproline (33 mg; 0.25 mmol), and the mixture was then left at room temperature overnight. The reaction mixture was evaporated and the residue purified by preparative LC/MS, to give 24 mg of the product as a white solid. (LC/MS: Rt 2.27 [M+H]+332). Starting materials: CCc1noc(CC(O)c2ccccc2)c1C(=O)NC, CC(=O)O, O=[Cr](=O)=O, O. The product is CCc1noc(CC(=O)c2ccccc2)c1C(=O)NC. As a reaction SMILES: [CH2:1]([CH3:2])[c:3]1[n:4][o:5][c:6]([CH2:12][CH:13]([c:14]2[cH:15][cH:16][cH:17][cH:18][cH:19]2)[OH:20])[c:7]1[C:8](=[O:9])[NH:10][CH3:11].[CH3:21][C:22](=[O:23])[OH:24].[O:25]=[Cr:26](=[O:27])=[O:28].[OH2:29]>>[CH2:1]([CH3:2])[c:3]1[n:4][o:5][c:6]([CH2:12][C:13]([c:14]2[cH:15][cH:16][cH:17][cH:18][cH:19]2)=[O:20])[c:7]1[C:8](=[O:9])[NH:10][CH3:11]. Reactants: C(C1=CC=CC=C1)NC1=C(C=C(C=C1)C(C(C)C(C(=O)O)C(=O)O)=O)O (2-[2-(4-benzylamino-3-hydroxy-phenyl)-1-methyl-2-oxo-ethyl]-malonic acid), Cl (hydrochloric acid), C(COCCO)O.COC (diethyleneglycol dimethylether), C(C)(C)OC(C)C (diisopropylether). Solvent: O (water). Conditions: temperature 140 celsius, time 3 hour. The product is C(C1=CC=CC=C1)NC1=C(C=C(C=C1)C(C(CC(=O)O)C)=O)O (4-(4-benzylamino-3-hydroxy-phenyl)-3-methyl-4-oxo-butyric acid). As a reaction SMILES: [CH2:1]([NH:8][C:9]1[CH:14]=[CH:13][C:12]([C:15](=[O:25])[CH:16]([CH:18](C(O)=O)[C:19]([OH:21])=[O:20])[CH3:17])=[CH:11][C:10]=1[OH:26])[C:2]1[CH:7]=[CH:6][CH:5]=[CH:4][CH:3]=1.C(O)COCCO.COC.C(OC(C)C)(C)C.Cl>O>[CH2:1]([NH:8][C:9]1[CH:14]=[CH:13][C:12]([C:15](=[O:25])[CH:16]([CH3:17])[CH2:18][C:19]([OH:21])=[O:20])=[CH:11][C:10]=1[OH:26])[C:2]1[CH:3]=[CH:4][CH:5]=[CH:6][CH:7]=1 |f:1.2|. Procedure details: 78.9 g (220.8 mmol) 2-[2-(4-benzylamino-3-hydroxy-phenyl)-1-methyl-2-oxo-ethyl]-malonic acid are combined with 200 ml diethyleneglycol-dimethylether and stirred for 3 h at 140° C. The mixture is combined with water and diisopropylether, then it is adjusted with 6N hydrochloric acid to pH=2 and extracted with DCM. The org. phase is separated off and dried on magnesium sulphate, then the solv. is eliminated by rotary evaporation i.V., the residue is stirred with diisopropylether and filtered off. Reported procedure: The title compound was prepared according to the method of Example 228, substituting 2-(4-fluorophenyl)-4-methoxy-5-[4-(methylseleno)phenyl]-3(2H)-pyridazinone (prepared according to the method of Example 194C, substituting 4-(methylseleno)benzeneboronic acid from Example 1 in place of 4-(methylthio)benzeneboronic acid) in place of 2-(4-fluorophenyl)-4-methoxy-5-[4-(methylthio)phenyl]-3-(2H)-pyridazinone and substituting 4-fluorophenyl magnesium bromide in place of cyclohexylmagnesium chloride (... Reaction SMILES: [F:1][C:2]1[CH:7]=[CH:6][C:5]([N:8]2[C:13](=[O:14])[C:12](OC)=[C:11]([C:17]3[CH:22]=[CH:21][C:20]([Se:23][CH3:24])=[CH:19][CH:18]=3)[CH:10]=[N:9]2)=[CH:4][CH:3]=1.C[Se]C1C=CC(B(O)O)=CC=1.[F:36][C:37]1[CH:42]=[CH:41][C:40](N2C(=O)C(OC)=C(C3C=CC(SC)=CC=3)C=N2)=[CH:39][CH:38]=1.FC1C=CC([Mg]Br)=CC=1>>[F:1][C:2]1[CH:7]=[CH:6][C:5]([N:8]2[C:13](=[O:14])[C:12]([C:40]3[CH:41]=[CH:42][C:37]([F:36])=[CH:38][CH:39]=3)=[C:11]([C:17]3[CH:22]=[CH:21][C:20]([Se:23][CH3:24])=[CH:19][CH:18]=3)[CH:10]=[N:9]2)=[CH:4][CH:3]=1. The reactants are FC1=CC=C(C=C1)N1N=CC(=C(C1=O)OC)C1=CC=C(C=C1)[Se]C (2-(4-fluorophenyl)-4-methoxy-5-[4-(methylseleno)phenyl]-3(2H)-pyridazinone), FC1=CC=C(C=C1)[Mg]Br (4-fluorophenyl magnesium bromide), C[Se]C1=CC=C(C=C1)B(O)O (4-(methylseleno)benzeneboronic acid), FC1=CC=C(C=C1)N1N=CC(=C(C1=O)OC)C1=CC=C(C=C1)SC (2-(4-fluorophenyl)-4-methoxy-5-[4-(methylthio)phenyl]-3-(2H)-pyridazinone). Yields the product FC1=CC=C(C=C1)N1N=CC(=C(C1=O)C1=CC=C(C=C1)F)C1=CC=C(C=C1)[Se]C (2,4-Bis(4-fluorophenyl)-5-[4-(methylseleno)phenyl]-3(2H)-pyridazinone).